This data is from the Open Reaction Database (ORD), a public repository of structured organic reaction records. The task is: describe an organic reaction: reactants, conditions, products, and yield Starting materials: CN(C)CC1=CC2=C(CN(CC2)C(C2=CC=C(C=C2)CCCCCCC)=O)O1 (N,N-Dimethyl-[6-(4-heptylbenzoyl)-4,5,6,7-tetrahydrofuro[2,3-c]pyridin-2-ylmethyl]amine), Cl (hydrogen chloride). Solvent: CO (methanol), C(C)(=O)OCC (ethyl acetate). The product is Cl.CN(C)CC1=CC2=C(CN(CC2)C(C2=CC=C(C=C2)CCCCCCC)=O)O1 (N,N-dimethyl-[6-(4-heptylbenzoyl)-4,5,6,7-tetrahydrofuro[2,3-c]pyridin-2-ylmethyl]amine hydrochloride). RXN SMILES: [CH3:1][N:2]([CH2:4][C:5]1[O:28][C:8]2[CH2:9][N:10]([C:13](=[O:27])[C:14]3[CH:19]=[CH:18][C:17]([CH2:20][CH2:21][CH2:22][CH2:23][CH2:24][CH2:25][CH3:26])=[CH:16][CH:15]=3)[CH2:11][CH2:12][C:7]=2[CH:6]=1)[CH3:3].[ClH:29]>CO.C(OCC)(=O)C>[ClH:29].[CH3:1][N:2]([CH2:4][C:5]1[O:28][C:8]2[CH2:9][N:10]([C:13](=[O:27])[C:14]3[CH:15]=[CH:16][C:17]([CH2:20][CH2:21][CH2:22][CH2:23][CH2:24][CH2:25][CH3:26])=[CH:18][CH:19]=3)[CH2:11][CH2:12][C:7]=2[CH:6]=1)[CH3:3] |f:4.5|. Procedure: N,N-Dimethyl-[6-(4-heptylbenzoyl)-4,5,6,7-tetrahydrofuro[2,3-c]pyridin-2-ylmethyl]amine 0.173 g was dissolved in 2 ml of methanol; hydrogen chloride in ethyl acetate was added in excess, followed by stirring. After this mixture was concentrated, the resulting solid was washed with diethyl ether to yield the desired product. The reactants are CCOC(=O)c1nn(C)cc1CC, CCO, [Na+], [OH-]. Product: CCc1cn(C)nc1C(=O)O. As a reaction SMILES: [CH2:1]([CH3:2])[c:3]1[c:4]([C:9](=[O:10])[O:11][CH2:12][CH3:13])[n:5][n:6]([CH3:8])[cH:7]1.[CH3:16][CH2:17][OH:18].[Na+:15].[OH-:14]>>[CH2:1]([CH3:2])[c:3]1[c:4]([C:9](=[O:10])[OH:11])[n:5][n:6]([CH3:8])[cH:7]1.